Dataset: the Open Reaction Database (ORD), a public repository of structured organic reaction records. Task: describe an organic reaction: reactants, conditions, products, and yield Reactants: CCOC(=O)C(C)(C)Oc1ccccc1, O=S(=O)(O)Cl, ClCCl, CN(C)C=O, O, O=S(Cl)Cl. Yields the product CCOC(=O)C(C)(C)Oc1ccc(S(=O)(=O)Cl)cc1. RXN SMILES: [CH3:1][C:2]([C:3](=[O:4])[O:5][CH2:6][CH3:7])([CH3:8])[O:9][c:10]1[cH:11][cH:12][cH:13][cH:14][cH:15]1.[Cl:16][S:17](=[O:18])(=[O:19])[OH:20].[Cl:30][CH2:31][Cl:32].[O:21]=[CH:22][N:23]([CH3:24])[CH3:25].[OH2:33].[S:26]([Cl:27])([Cl:28])=[O:29]>>[CH3:1][C:2]([C:3](=[O:4])[O:5][CH2:6][CH3:7])([CH3:8])[O:9][c:10]1[cH:11][cH:12][c:13]([S:17]([Cl:16])(=[O:18])=[O:19])[cH:14][cH:15]1.